describe an organic reaction: reactants, conditions, products, and yield From a dataset of the Open Reaction Database (ORD), a public repository of structured organic reaction records. Reactants: CCOC(C)=O, COC(=O)c1c(-c2ccc(C)cc2)sc(Br)c1NC(=O)OCc1ccccc1, CCO, ClCCl. Product: COC(=O)c1c(NC(=O)OCc2ccccc2)csc1-c1ccc(C)cc1. RXN SMILES: [C:32]([O:33][CH2:34][CH3:35])(=[O:36])[CH3:37].[CH2:1]([c:2]1[cH:3][cH:4][cH:5][cH:6][cH:7]1)[O:8][C:9](=[O:10])[NH:11][c:12]1[c:13]([C:25](=[O:26])[O:27][CH3:28])[c:14](-[c:18]2[cH:19][cH:20][c:21]([CH3:24])[cH:22][cH:23]2)[s:15][c:16]1[Br:17].[CH2:38]([OH:39])[CH3:40].[Cl:29][CH2:30][Cl:31]>>[CH2:1]([c:2]1[cH:3][cH:4][cH:5][cH:6][cH:7]1)[O:8][C:9](=[O:10])[NH:11][c:12]1[c:13]([C:25](=[O:26])[O:27][CH3:28])[c:14](-[c:18]2[cH:19][cH:20][c:21]([CH3:24])[cH:22][cH:23]2)[s:15][cH:16]1. Starting materials: CC(=O)OO, CCOC(C)=O, CO, COc1cccc(C(=O)Oc2cccc(CSc3nc4cnccc4[nH]3)c2)c1. Yields the product COc1cccc(C(=O)Oc2cccc(CS(=O)c3nc4cnccc4[nH]3)c2)c1. As a reaction SMILES: [C:29]([O:30][OH:32])(=[O:31])[CH3:33].[CH3:34][CH2:35][O:36][C:37](=[O:38])[CH3:39].[CH3:40][OH:41].[nH:1]1[c:2]([S:10][CH2:11][c:12]2[cH:13][c:14]([O:18][C:19]([c:20]3[cH:21][c:22]([O:26][CH3:27])[cH:23][cH:24][cH:25]3)=[O:28])[cH:15][cH:16][cH:17]2)[n:3][c:4]2[cH:5][n:6][cH:7][cH:8][c:9]12>>[nH:1]1[c:2]([S:10]([CH2:11][c:12]2[cH:13][c:14]([O:18][C:19]([c:20]3[cH:21][c:22]([O:26][CH3:27])[cH:23][cH:24][cH:25]3)=[O:28])[cH:15][cH:16][cH:17]2)=[O:31])[n:3][c:4]2[cH:5][n:6][cH:7][cH:8][c:9]12. Reactants: C1C(CC2=CC=CC=C12)N(C(C)=O)C (N-(2,3-dihydro-1H-inden-2-yl)-N-methylacetamide), ClCCCCC(=O)Cl (5-chlorovaleryl chloride). The product is ClCCCCC(=O)C=1C=C2CC(CC2=CC1)NC(C)=O (N-[5-(5-chloropentanoyl)-2,3-dihydro-1H-inden-2-yl]acetamide). As a reaction SMILES: [CH2:1]1[C:9]2[C:4](=[CH:5][CH:6]=[CH:7][CH:8]=2)[CH2:3][CH:2]1[N:10](C)[C:11](=[O:13])[CH3:12].[Cl:15][CH2:16][CH2:17][CH2:18][CH2:19][C:20](Cl)=[O:21]>>[Cl:15][CH2:16][CH2:17][CH2:18][CH2:19][C:20]([C:6]1[CH:5]=[C:4]2[C:9](=[CH:8][CH:7]=1)[CH2:1][CH:2]([NH:10][C:11](=[O:13])[CH3:12])[CH2:3]2)=[O:21]. Reported procedure: Using N-(2,3-dihydro-1H-inden-2-yl)-N-methylacetamide and 5-chlorovaleryl chloride according to the same method as that of Example 1, the title compound was obtained as colorless crystals. The reactants are CCOc1cc(CC(=O)NC(CC(C)C)c2ccccc2N2CCCCC2)ccc1CCl, N#C[Na]. The product is CCOc1cc(CC(=O)NC(CC(C)C)c2ccccc2N2CCCCC2)ccc1CC#N. Reaction SMILES: [CH2:1]([CH3:2])[O:3][c:4]1[c:5]([CH2:6][Cl:7])[cH:8][cH:9][c:10]([CH2:12][C:13](=[O:14])[NH:15][CH:16]([CH2:17][CH:18]([CH3:19])[CH3:20])[c:21]2[c:22]([N:27]3[CH2:28][CH2:29][CH2:30][CH2:31][CH2:32]3)[cH:23][cH:24][cH:25][cH:26]2)[cH:11]1.[Na:33][C:34]#[N:35]>>[CH2:1]([CH3:2])[O:3][c:4]1[c:5]([CH2:6][C:34]#[N:35])[cH:8][cH:9][c:10]([CH2:12][C:13](=[O:14])[NH:15][CH:16]([CH2:17][CH:18]([CH3:19])[CH3:20])[c:21]2[c:22]([N:27]3[CH2:28][CH2:29][CH2:30][CH2:31][CH2:32]3)[cH:23][cH:24][cH:25][cH:26]2)[cH:11]1. The reactants are C(C)C=1C=C(C(=N)NO)C=C(C1O)C (3-ethyl-4,N-dihydroxy-5-methyl-benzamidine), C(C)C(CC)C=1C=C(C(=O)O)C=C(N1)OC (2-(1-ethyl-propyl)-6-methoxy-isonicotinic acid), CCN(C(C)C)C(C)C (DIPEA), CN(C)C(=[N+](C)C)ON1C2=C(C=CC=C2)N=N1.[B-](F)(F)(F)F (TBTU). Run in CN(C)C=O (DMF), C(Cl)Cl (DCM). Conditions: time 2 hour. The product is C(C)C1=C(C(=CC(=C1)C1=NOC(=N1)C1=CC(=NC(=C1)OC)C(CC)CC)C)O (2-ethyl-4-{5-[2-(1-ethyl-propyl)-6-methoxy-pyridin-4-yl]-[1,2,4]oxadiazol-3-yl}-6-methyl-phenol). The yield is 47.7%. As a reaction SMILES: [CH2:1]([CH:3]([C:6]1[CH:7]=[C:8]([CH:12]=[C:13]([O:15][CH3:16])[N:14]=1)[C:9]([OH:11])=O)[CH2:4][CH3:5])[CH3:2].CCN(C(C)C)C(C)C.CN(C(ON1N=NC2C=CC=CC1=2)=[N+](C)C)C.[B-](F)(F)(F)F.[CH2:48]([C:50]1[CH:51]=[C:52]([CH:57]=[C:58]([CH3:61])[C:59]=1[OH:60])[C:53]([NH:55]O)=[NH:54])[CH3:49]>CN(C=O)C.C(Cl)Cl>[CH2:48]([C:50]1[CH:51]=[C:52]([C:53]2[N:55]=[C:9]([C:8]3[CH:12]=[C:13]([O:15][CH3:16])[N:14]=[C:6]([CH:3]([CH2:1][CH3:2])[CH2:4][CH3:5])[CH:7]=3)[O:11][N:54]=2)[CH:57]=[C:58]([CH3:61])[C:59]=1[OH:60])[CH3:49] |f:2.3|. Procedure: To a solution of 2-(1-ethyl-propyl)-6-methoxy-isonicotinic acid (436 mg, 1.95 mmol) and DIPEA (759 mg, 5.86 mmol) in DMF (30 mL), TBTU (627 mg, 1.95 mmol) is added. The mixture is stirred at rt for 15 min before 3-ethyl-4,N-dihydroxy-5-methyl-benzamidine (379 mg, 1.95 mmol) is added. Stirring is continued at rt for 2 h. The mixture is diluted with DCM (100 mL) and washed three times with sat. aq. NaHCO3 solution. The org. extract is dried over MgSO4, filtered and concentrated. The residue is dis... Starting materials: Nc1ccc(C(=O)c2ccccc2)cc1N, CC(C)S(=O)(=O)Cl, ClCCl, c1ccncc1. The product is CC(C)S(=O)(=O)Nc1cc(C(=O)c2ccccc2)ccc1N. Reaction SMILES: [C:1]([c:2]1[cH:3][cH:4][cH:5][cH:6][cH:7]1)(=[O:8])[c:9]1[cH:10][c:11]([NH2:16])[c:12]([NH2:15])[cH:13][cH:14]1.[CH:20]([CH3:21])([CH3:22])[S:23](=[O:24])(=[O:25])[Cl:26].[Cl:17][CH2:18][Cl:19].[cH:27]1[cH:28][cH:29][n:30][cH:31][cH:32]1>>[C:1]([c:2]1[cH:3][cH:4][cH:5][cH:6][cH:7]1)(=[O:8])[c:9]1[cH:10][c:11]([NH:16][S:23]([CH:20]([CH3:21])[CH3:22])(=[O:24])=[O:25])[c:12]([NH2:15])[cH:13][cH:14]1. The reactants are ICCCCCCC1=C(C(=CC=C1)OCC1=CC=CC=C1)OCC1=CC=CC=C1 (1-(6-iodohexyl)-2,3-bis(phenyl-methoxy)benzene), COC(C1=CC(=CC=C1)O)=O (3-hydroxybenzoic acid methyl ester), C([O-])([O-])=O.[K+].[K+] (potassium carbonate). Run in CC(=O)C (acetone). Yields the product COC(C1=CC(=CC=C1)OCCCCCCC1=C(C(=CC=C1)OCC1=CC=CC=C1)OCC1=CC=CC=C1)=O (3-[6-[2,3-bis(phenylmethoxy)phenyl]hexyloxy]benzoic acid methyl ester). Yield: 65.8%. RXN SMILES: I[CH2:2][CH2:3][CH2:4][CH2:5][CH2:6][CH2:7][C:8]1[CH:13]=[CH:12][CH:11]=[C:10]([O:14][CH2:15][C:16]2[CH:21]=[CH:20][CH:19]=[CH:18][CH:17]=2)[C:9]=1[O:22][CH2:23][C:24]1[CH:29]=[CH:28][CH:27]=[CH:26][CH:25]=1.[CH3:30][O:31][C:32](=[O:40])[C:33]1[CH:38]=[CH:37][CH:36]=[C:35]([OH:39])[CH:34]=1.C(=O)([O-])[O-].[K+].[K+]>CC(C)=O>[CH3:30][O:31][C:32](=[O:40])[C:33]1[CH:38]=[CH:37][CH:36]=[C:35]([O:39][CH2:2][CH2:3][CH2:4][CH2:5][CH2:6][CH2:7][C:8]2[CH:13]=[CH:12][CH:11]=[C:10]([O:14][CH2:15][C:16]3[CH:21]=[CH:20][CH:19]=[CH:18][CH:17]=3)[C:9]=2[O:22][CH2:23][C:24]2[CH:29]=[CH:28][CH:27]=[CH:26][CH:25]=2)[CH:34]=1 |f:2.3.4|. Reported procedure: A mixture of 0.58 g of 1-(6-iodohexyl)-2,3-bis(phenyl-methoxy)benzene, 0.18 g of 3-hydroxybenzoic acid methyl ester and 0.25 g of potassium carbonate in 15 mL of acetone was stirred at reflux for 18 hours. Workup as in Example 16 and purification by HPLC using toluene gave 0.40 g (66% yield) of 3-[6-[2,3-bis(phenylmethoxy)phenyl]hexyloxy]benzoic acid methyl ester as an oil.